From a dataset of the Open Reaction Database (ORD), a public repository of structured organic reaction records. describe an organic reaction: reactants, conditions, products, and yield Starting materials: C(CCCCCCC\C=C/C\C=C/CCCCC)(=O)Cl (Linoleoyl chloride), C(C)(C)(C)OC(\C=C\C1=CC=C(C=C1)C1=CC(=C(C=C1)O)C12CC3CC(CC(C1)C3)C2)=O ((E)-3-(3′-adamantan-1-yl-4′-hydroxybiphenyl-4-yl)-acrylic acid tert-butyl ester), CCOC(=O)C (EtOAc). The solvent is N1=CC=CC=C1 (pyridine). Run at temperature 50 celsius, time 8 hour. The product is C12(CC3CC(CC(C1)C3)C2)C=2C=C(C=CC2OC(CCCCCCC\C=C\CC=CCCCCC)=O)C2=CC=C(C=C2)C=CC(=O)OC(C)(C)C ((E)-Octadeca-9,12-dienoic acid 3-adamantan-1-yl-4′-(2-tert-butoxycarbonylvinyl)biphenyl-4-yl ester). Isolated yield 65.0%. As a reaction SMILES: [C:1](Cl)(=[O:19])[CH2:2][CH2:3][CH2:4][CH2:5][CH2:6][CH2:7][CH2:8]/[CH:9]=[CH:10]\[CH2:11]/[CH:12]=[CH:13]\[CH2:14][CH2:15][CH2:16][CH2:17][CH3:18].[C:21]([O:25][C:26](=[O:52])/[CH:27]=[CH:28]/[C:29]1[CH:34]=[CH:33][C:32]([C:35]2[CH:40]=[CH:39][C:38]([OH:41])=[C:37]([C:42]34[CH2:51][CH:46]5[CH2:47][CH:48]([CH2:50][CH:44]([CH2:45]5)[CH2:43]3)[CH2:49]4)[CH:36]=2)=[CH:31][CH:30]=1)([CH3:24])([CH3:23])[CH3:22].CCOC(C)=O>N1C=CC=CC=1>[C:42]12([C:37]3[CH:36]=[C:35]([C:32]4[CH:33]=[CH:34][C:29]([CH:28]=[CH:27][C:26]([O:25][C:21]([CH3:24])([CH3:23])[CH3:22])=[O:52])=[CH:30][CH:31]=4)[CH:40]=[CH:39][C:38]=3[O:41][C:1](=[O:19])[CH2:2][CH2:3][CH2:4][CH2:5][CH2:6][CH2:7][CH2:8]/[CH:9]=[CH:10]/[CH2:11][CH:12]=[CH:13][CH2:14][CH2:15][CH2:16][CH2:17][CH3:18])[CH2:43][CH:44]3[CH2:50][CH:48]([CH2:47][CH:46]([CH2:45]3)[CH2:51]1)[CH2:49]2. Procedure details: Linoleoyl chloride (208 mg, 0.696 mmol) was added to a solution of (E)-3-(3′-adamantan-1-yl-4′-hydroxybiphenyl-4-yl)-acrylic acid tert-butyl ester (200 mg, 0.464 mmol) in pyridine (2.2 ml). The resulting mixture was heated to 50° C. for 1 h, and then stirred at RT overnight. After addition of EtOAc, the organic phase was washed twice with 1N HCl, water, dried over Na2SO4, filtered and removed under reduced pressure. (E)-Octadeca-9,12-dienoic acid 3-adamantan-1-yl-4′-(2-tert-butoxycarbonylvinyl)b...